This data is from the Open Reaction Database (ORD), a public repository of structured organic reaction records. The task is: describe an organic reaction: reactants, conditions, products, and yield Reactants: CC#N, CC(N)CCc1ccc(F)cc1, [K+], [K+], CC(C)c1nc(N)nc(Cl)n1, O=C([O-])[O-]. The product is CC(CCc1ccc(F)cc1)Nc1nc(N)nc(C(C)C)n1. RXN SMILES: [CH3:30][C:31]#[N:32].[F:18][c:19]1[cH:20][cH:21][c:22]([CH2:25][CH2:26][CH:27]([CH3:28])[NH2:29])[cH:23][cH:24]1.[K+:12].[K+:13].[NH2:1][c:2]1[n:3][c:4]([CH:9]([CH3:10])[CH3:11])[n:5][c:6]([Cl:8])[n:7]1.[O-:14][C:15]([O-:16])=[O:17]>>[NH2:1][c:2]1[n:3][c:4]([CH:9]([CH3:10])[CH3:11])[n:5][c:6]([NH:29][CH:27]([CH2:26][CH2:25][c:22]2[cH:21][cH:20][c:19]([F:18])[cH:24][cH:23]2)[CH3:28])[n:7]1. Starting materials: NC1=C(NC2=CC=C(C=C12)[N+](=O)[O-])C(C1=CC(=CC=C1)Cl)=O (3-Amino-2-(3-chlorobenzoyl)-5-nitroindole), C(CC(C)C)(=O)Cl (isovaleryl chloride). Yields the product ClC=1C=C(C(=O)C=2NC3=CC=C(C=C3C2NC(CC(C)C)=O)[N+](=O)[O-])C=CC1 (2-(3-Chlorobenzoyl)-3-(isovalerylamino)-5-nitroindole). RXN SMILES: [NH2:1][C:2]1[C:10]2[C:5](=[CH:6][CH:7]=[C:8]([N+:11]([O-:13])=[O:12])[CH:9]=2)[NH:4][C:3]=1[C:14](=[O:22])[C:15]1[CH:20]=[CH:19][CH:18]=[C:17]([Cl:21])[CH:16]=1.[C:23](Cl)(=[O:28])[CH2:24][CH:25]([CH3:27])[CH3:26]>>[Cl:21][C:17]1[CH:16]=[C:15]([CH:20]=[CH:19][CH:18]=1)[C:14]([C:3]1[NH:4][C:5]2[C:10]([C:2]=1[NH:1][C:23](=[O:28])[CH2:24][CH:25]([CH3:27])[CH3:26])=[CH:9][C:8]([N+:11]([O-:13])=[O:12])=[CH:7][CH:6]=2)=[O:22]. Reported procedure: The title compound was prepared according to the procedure described in Example 19 employing 3-amino-2-(3-chlorobenzoyl)-5-nitroindole (step 2) and isovaleryl chloride. m.p.: 197-199° C. 1H-NMR (CDCl3) δ: 9.91 (1H, br s), 9.37 (1H, d, J=2.2 Hz), 8.73 (1H, br.s), 8.24 (1H, dd, J=2.2, 9.2 Hz), 7.51-7.80 (4H, m), 7.38 (1H, d, J=9.2 Hz),2.37 (2H, br.s), 2.24-2.29 (1H, m), 1.07 (3H, s), 1.05 (3H, s) The reactants are C(C)(C)N(C(CO)=O)OCCOCC (hydroxyacetic acid N-isopropyl-N-(2-ethoxyethoxy)-amide), ClC=1OC2=C(N1)C=CC=C2 (2-chlorobenzoxazole), [OH-].[K+] (potassium hydroxide). The solvent is C(C)(C)O (isopropanol). Run at time 6 hour. Product: C(C)(C)N(C(COC=1OC2=C(N1)C=CC=C2)=O)OCCOCC (benzoxazol-2-yl-oxyacetic acid N-isopropyl-N-(2-ethoxy-ethoxy)-amide). Isolated yield 94.0%. As a reaction SMILES: [CH:1]([N:4]([O:9][CH2:10][CH2:11][O:12][CH2:13][CH3:14])[C:5](=[O:8])[CH2:6][OH:7])([CH3:3])[CH3:2].Cl[C:16]1[O:17][C:18]2[CH:24]=[CH:23][CH:22]=[CH:21][C:19]=2[N:20]=1.[OH-].[K+]>C(O)(C)C>[CH:1]([N:4]([O:9][CH2:10][CH2:11][O:12][CH2:13][CH3:14])[C:5](=[O:8])[CH2:6][O:7][C:16]1[O:17][C:18]2[CH:24]=[CH:23][CH:22]=[CH:21][C:19]=2[N:20]=1)([CH3:3])[CH3:2] |f:2.3|. Procedure: First 20.5 g (0.1 mole) of hydroxyacetic acid N-isopropyl-N-(2-ethoxyethoxy)-amide and then 15.4 g (0.1 mole) of 2-chlorobenzoxazole were added dropwise to a solution of 6.2 g (0.11 mole) of potassium hydroxide in 200 ml of isopropanol at 0° to 5° C., and the mixture was then subsequently stirred for 6 hours, without cooling. The solvent was then distilled off in vacuo, the residue was dissolved in 200 ml of toluene and the solution was extracted by shaking once with 100 ml of water. The organic... Reactants: C(C)OC(C(=O)OCC)([C@H](CCC)N[C@@H](C)C1=CC=CC=C1)OCC ((S)-ethyl 2,2-diethoxy-3-(((S)-1-phenylethyl)amino)hexanoate), solution, O (water), OS(=O)(=O)O (H2SO4). Solvent: O(C(C)C)C(C)C (iPr2O). Yields the product C(C)OC(C(=O)OC)([C@H](CCC)N[C@@H](C)C1=CC=CC=C1)OCC ((S)-methyl 2,2-diethoxy-3-(((S)-1-phenylethyl)amino)hexanoate). Reaction SMILES: [CH2:1]([O:3][C:4]([O:23][CH2:24][CH3:25])([C@@H:10]([NH:14][C@H:15]([C:17]1[CH:22]=[CH:21][CH:20]=[CH:19][CH:18]=1)[CH3:16])[CH2:11][CH2:12][CH3:13])[C:5]([O:7][CH2:8]C)=[O:6])[CH3:2].O.OS(O)(=O)=O>O(C(C)C)C(C)C>[CH2:24]([O:23][C:4]([O:3][CH2:1][CH3:2])([C@@H:10]([NH:14][C@H:15]([C:17]1[CH:18]=[CH:19][CH:20]=[CH:21][CH:22]=1)[CH3:16])[CH2:11][CH2:12][CH3:13])[C:5]([O:7][CH3:8])=[O:6])[CH3:25]. Procedure details: A diastereomeric mixture of (S)-ethyl 2,2-diethoxy-3-(((S)-1-phenylethyl)amino)hexanoate (6.4 g, d.r.: 85:15) was dissolved in 100 mL iPr2O and 2 mL water were added. The mixture was acidified to pH=2.21 with 50% H2SO4 and the resulting organic phase was concentrated to half its volume (50 mL). 1 mL water was added, and the mixture was acidified again to pH=2.22 with 50% H2SO4. The aqueous phase was combined with the aqueous phase from the previous extraction (V=1.5 mL) and extracted with 11 mL ...